From a dataset of the Open Reaction Database (ORD), a public repository of structured organic reaction records. describe an organic reaction: reactants, conditions, products, and yield Starting materials: FC1=C(C(=CC=C1)F)CC(=O)O (2,6-difluorophenylacetic acid), S(O)(O)(=O)=O (sulphuric acid), O.NN (hydrazine hydrate). Solvent: C(C)O (ethanol). The product is FC1=C(C(=CC=C1)F)CC(=O)NN (2,6-difluorophenylacetic acid hydrazide). Reaction SMILES: [F:1][C:2]1[CH:7]=[CH:6][CH:5]=[C:4]([F:8])[C:3]=1[CH2:9][C:10]([OH:12])=O.S(=O)(=O)(O)O.O.[NH2:19][NH2:20]>C(O)C>[F:1][C:2]1[CH:7]=[CH:6][CH:5]=[C:4]([F:8])[C:3]=1[CH2:9][C:10]([NH:19][NH2:20])=[O:12] |f:2.3|. Reported procedure: 70.4 g (0.41 mol) of 2,6-difluorophenylacetic acid, 700 ml of ethanol and 35 ml of concentrated sulphuric acid are heated under reflux for 3 hours. The reaction mixture is then concentrated by evaporation, taken up in dichloromethane and the solution is extracted by shaking in succession with water, 2N sodium carbonate solution and again with water. After drying over magnesium sulphate, the organic phase is concentrated by evaporation. The residue is dissolved in 560 ml of ethanol. After the add... Starting materials: FC1=C2C(C=C(OC2=C(C=C1F)C=O)C)=O (5,6-difluoro-2-methyl-4-oxo-4H-chromene-8-carbaldehyde), C(#N)C=C(C)[O-].[Na+] (sodium 1-cyanoprop-1-en-2-olate), NC(C)=CC(CCC(C)C)=O (2-amino-7-methyloct-2-en-4-one), C(C)(=O)O (acetic acid). Solvent: CC(C)O (2-propanol). Yields the product FC1=C2C(C=C(OC2=C(C=C1F)C1C(=C(NC(=C1C(CCC(C)C)=O)C)C)C#N)C)=O (4-(5,6-Difluoro-2-methyl-4-oxo-4H-chromen-8-yl)-2,6-dimethyl-5-(4-methylpentanoyl)-1,4-dihydropyridine-3-carbonitrile). Reaction SMILES: [F:1][C:2]1[C:11]([F:12])=[CH:10][C:9]([CH:13]=O)=[C:8]2[C:3]=1[C:4](=[O:16])[CH:5]=[C:6]([CH3:15])[O:7]2.[C:17]([CH:19]=[C:20]([O-])[CH3:21])#[N:18].[Na+].[NH2:24][C:25](=[CH:27][C:28](=[O:34])[CH2:29][CH2:30][CH:31]([CH3:33])[CH3:32])[CH3:26].C(O)(=O)C>CC(O)C>[F:1][C:2]1[C:11]([F:12])=[CH:10][C:9]([CH:13]2[C:27]([C:28](=[O:34])[CH2:29][CH2:30][CH:31]([CH3:32])[CH3:33])=[C:25]([CH3:26])[NH:24][C:20]([CH3:21])=[C:19]2[C:17]#[N:18])=[C:8]2[C:3]=1[C:4](=[O:16])[CH:5]=[C:6]([CH3:15])[O:7]2 |f:1.2|. Procedure: A solution of 100 mg (0.45 mmol) of 5,6-difluoro-2-methyl-4-oxo-4H-chromene-8-carbaldehyde in 5 ml of 2-propanol is mixed with 46.9 mg (0.45 mmol) of sodium 1-cyanoprop-1-en-2-olate, 69.25 mg (0.45 mmol) of 2-amino-7-methyloct-2-en-4-one (example 14, stage a) and 0.04 ml (0.67 mmol) of acetic acid and stirred under reflux for 3 h. After cooling, the mixture is concentrated. The residue is purified on an Analogix cartridge (F12M) (mobile phase: cyclohexane/ethyl acetate 2:1). 88.1 mg (46.36% of t... Starting materials: CCNC(=NS(=O)(=O)c1ccc(CN2C(=O)c3ccccc3C2=O)cc1)N1CC2(C=N1)CCCC2, CCO, NN, O. The product is CCNC(=NS(=O)(=O)c1ccc(CN)cc1)N1CC2(C=N1)CCCC2. As a reaction SMILES: [CH2:1]1[N:2]([C:10](=[N:11][S:12](=[O:13])(=[O:14])[c:15]2[cH:16][cH:17][c:18]([CH2:21][N:22]3[C:23](=[O:24])[c:25]4[c:26]([cH:27][cH:28][cH:29][cH:30]4)[C:31]3=[O:32])[cH:19][cH:20]2)[NH:33][CH2:34][CH3:35])[N:3]=[CH:4][C:5]12[CH2:6][CH2:7][CH2:8][CH2:9]2.[CH3:39][CH2:40][OH:41].[NH2:37][NH2:38].[OH2:36]>>[CH2:1]1[N:2]([C:10](=[N:11][S:12](=[O:13])(=[O:14])[c:15]2[cH:16][cH:17][c:18]([CH2:21][NH2:22])[cH:19][cH:20]2)[NH:33][CH2:34][CH3:35])[N:3]=[CH:4][C:5]12[CH2:6][CH2:7][CH2:8][CH2:9]2.